Dataset: the Open Reaction Database (ORD), a public repository of structured organic reaction records. Task: describe an organic reaction: reactants, conditions, products, and yield Starting materials: O=C1CCC(=O)N1Br, O=C(OOC(=O)c1ccccc1)c1ccccc1, ClC(Cl)(Cl)Cl, CC=C1c2ccccc2C=Cc2ccccc21. The product is BrCC=C1c2ccccc2C=Cc2ccccc21. Reaction SMILES: [Br:18][N:19]1[C:20](=[O:21])[CH2:22][CH2:23][C:24]1=[O:25].[C:26]([O:27][O:28][C:29](=[O:30])[c:31]1[cH:32][cH:33][cH:34][cH:35][cH:36]1)(=[O:37])[c:38]1[cH:39][cH:40][cH:41][cH:42][cH:43]1.[C:44]([Cl:45])([Cl:46])([Cl:47])[Cl:48].[CH:1]([CH3:2])=[C:3]1[c:4]2[c:5]([cH:14][cH:15][cH:16][cH:17]2)[CH:6]=[CH:7][c:8]2[c:9]1[cH:10][cH:11][cH:12][cH:13]2>>[CH:1]([CH2:2][Br:18])=[C:3]1[c:4]2[c:5]([cH:14][cH:15][cH:16][cH:17]2)[CH:6]=[CH:7][c:8]2[c:9]1[cH:10][cH:11][cH:12][cH:13]2. The reactants are NN, O, CCOC(=O)c1ncns1. Product: NNC(=O)c1ncns1. Reaction SMILES: [NH2:12][NH2:13].[OH2:11].[s:1]1[n:2][cH:3][n:4][c:5]1[C:6]([O:8][CH2:7][CH3:9])=[O:10]>>[s:1]1[n:2][cH:3][n:4][c:5]1[C:6](=[O:8])[NH:12][NH2:13]. The product is FC(OC=1C=C(C=CC1)C1C=2CCCCC2NC=2CCCC(C12)=O)(F)F (9-(3-Trifluoromethoxyphenyl)-3,4,5,6,7,8,9,10-octahydro-1(2H)acridinone). Reactants: C1(C(C=CC2=NC3=CC=CC=C3C=C12)=O)=O (acridinedione), FC(OC=1C=C(C=O)C=CC1)(F)F (3-trifluoromethoxybenzaldehyde). Procedure: The necessary acridinedione starting material may be prepared following the method described in Example 28 hereinbelow, but using 3-trifluoromethoxybenzaldehyde in place of 3-trifluoromethylbenzaldehyde. M.p. 273°-275° C. Found for C20H18FNO3: . C,63.55; H,4.71; N,3.67. RXN SMILES: [C:1]1(=[O:16])[C:14]2[C:5](=[N:6][C:7]3[C:12]([CH:13]=2)=[CH:11][CH:10]=[CH:9][CH:8]=3)[CH:4]=[CH:3][C:2]1=O.[F:17][C:18]([F:29])([F:28])[O:19][C:20]1[CH:21]=[C:22]([CH:25]=[CH:26][CH:27]=1)C=O>>[F:17][C:18]([F:28])([F:29])[O:19][C:20]1[CH:27]=[C:26]([CH:13]2[C:14]3[C:1](=[O:16])[CH2:2][CH2:3][CH2:4][C:5]=3[NH:6][C:7]3[CH2:8][CH2:9][CH2:10][CH2:11][C:12]2=3)[CH:25]=[CH:22][CH:21]=1. Starting materials: BrN1C(CCC1=O)=O (N-Bromosuccinimide), C(C)C1OC2=C(C1)C=CC=C2 (2-ethyl-2,3-dihydrobenzofuran). The solvent is ClCCl (dichloromethane), ClCCl (dichloromethane). Run at time 18 hour. The product is BrC=1C=CC2=C(CC(O2)CC)C1 ((−) 5-Bromo-2-ethyl-2,3-dihydro-benzofuran). RXN SMILES: [Br:1]N1C(=O)CCC1=O.[CH2:9]([CH:11]1[CH2:15][C:14]2[CH:16]=[CH:17][CH:18]=[CH:19][C:13]=2[O:12]1)[CH3:10]>ClCCl>[Br:1][C:17]1[CH:18]=[CH:19][C:13]2[O:12][CH:11]([CH2:9][CH3:10])[CH2:15][C:14]=2[CH:16]=1. Procedure details: N-Bromosuccinimide (8.66 g, 48.6 mmol) was added to a solution of 2-ethyl-2,3-dihydrobenzofuran (preparation 98) in dichloromethane (70 mL) and the mixture was stirred at room temperature for 18 hours. The mixture was then diluted with dichloromethane (200 mL) and washed with water (200 mL) and sodium meta-bisulphite (200 mL). The organic solution was dried over magnesium sulfate and concentrated in vacuo to give a yellow oil that was purified by HPLC using a Chiralcel OJ 250*20 mm column and he... Procedure: 2-Bromo-3′-chloro-4′-fluoroacetophenone (available from Aldrich Chemical Company, Inc.; 80.5 mg, 0.32 mmol) was added to a solution of 2′-nitro-4-thiocarbamoyl-biphenyl-2-carboxylic acid methyl ester (which may be prepared as described for Intermediate 4; 100 mg, 0.32 mmol) in THF (2 mL), and the resulting mixture was stirred at 40° C. for 20 h. The reaction mixture was evaporated to dryness and the residue was stirred with ethanol (5 mL). The precipitate was collected by filtration (100 mg) and... Reaction SMILES: Br[CH2:2][C:3]([C:5]1[CH:10]=[CH:9][C:8]([F:11])=[C:7]([Cl:12])[CH:6]=1)=O.[CH3:13][O:14][C:15]([C:17]1[C:18]([C:26]2[CH:31]=[CH:30][CH:29]=[CH:28][C:27]=2[N+:32]([O-:34])=[O:33])=[CH:19][CH:20]=[C:21]([C:23](=[S:25])[NH2:24])[CH:22]=1)=[O:16]>C1COCC1>[CH3:13][O:14][C:15]([C:17]1[C:18]([C:26]2[CH:31]=[CH:30][CH:29]=[CH:28][C:27]=2[N+:32]([O-:34])=[O:33])=[CH:19][CH:20]=[C:21]([C:23]2[S:25][CH:2]=[C:3]([C:5]3[CH:10]=[CH:9][C:8]([F:11])=[C:7]([Cl:12])[CH:6]=3)[N:24]=2)[CH:22]=1)=[O:16]. Product: COC(=O)C=1C(=CC=C(C1)C=1SC=C(N1)C1=CC(=C(C=C1)F)Cl)C1=C(C=CC=C1)[N+](=O)[O-] (4-[4-(3-Chloro-4-fluoro-phenyl)-thiazol-2-yl]-2′-nitro-biphenyl-2-carboxylic acid methyl ester). The reactants are BrCC(=O)C1=CC(=C(C=C1)F)Cl (2-Bromo-3′-chloro-4′-fluoroacetophenone), COC(=O)C=1C(=CC=C(C1)C(N)=S)C1=C(C=CC=C1)[N+](=O)[O-] (2′-nitro-4-thiocarbamoyl-biphenyl-2-carboxylic acid methyl ester), COC(=O)C=1C(=CC=C(C1)C(N)=S)C1=C(C=CC=C1)[N+](=O)[O-] (2′-nitro-4-thiocarbamoyl-biphenyl-2-carboxylic acid methyl ester). Solvent: C1CCOC1 (THF). Conditions: temperature 40 celsius, time 20 hour. Reactants: COCCl (chloromethyl methyl ether), O[C@H]1C(N(CC1)CC#C)=O ((R)-3-hydroxy-1-(2-propynyl)-2-pyrrolidinone), C(C)N(C(C)C)C(C)C (ethyldiisopropylamine). Run in C(Cl)Cl (methylene chloride), C(Cl)Cl (methylene chloride). Run at time 8 hour. Product: C(C#C)N1C([C@@H](CC1)OCOC)=O ((R)-1-(2-propynyl)-3-(methoxymethoxy)-2-pyrrolidinone). As a reaction SMILES: [CH3:1][O:2][CH2:3]Cl.[OH:5][C@@H:6]1[CH2:10][CH2:9][N:8]([CH2:11][C:12]#[CH:13])[C:7]1=[O:14].C(N(C(C)C)C(C)C)C>C(Cl)Cl>[CH2:11]([N:8]1[CH2:9][CH2:10][C@@H:6]([O:5][CH2:1][O:2][CH3:3])[C:7]1=[O:14])[C:12]#[CH:13]. Reported procedure: A solution of 1.0 g of chloromethyl methyl ether in 15 ml of methylene chloride is added dropwise to a solution of 1.5 g of (R)-3-hydroxy-1-(2-propynyl)-2-pyrrolidinone, prepared by the procedure of Example 1, U.S. Pat. No. 5,089,518, and 1.5 g of ethyldiisopropylamine in 15 ml of methylene chloride which is stirred in an ice bath. The reaction is allowed to warm to room temperature and stirred overnight. The solution was washed with water, aqueous sodium bicarbonate and dried over anhydrous sod... Reactants: C(C)(C)(C)NS(=O)(=O)C1=CC=C(C=C1)C=1C(N(C=C(C1)C1=NC=CC=C1)C1=CC=CC=C1)=O (3-[4-(tert-butylaminosulfonyl)phenyl]-1-phenyl-5-(2-pyridyl)-1,2-dihydropyridin-2-one). Run in FC(C(=O)O)(F)F (trifluoroacetic acid), C(C)(=O)OCC.O1CCCC1 (ethyl acetate tetrahydrofuran). Product: S(N)(=O)(=O)C1=CC=C(C=C1)C=1C(N(C=C(C1)C1=NC=CC=C1)C1=CC=CC=C1)=O (3-(4-Sulfamoylphenyl)-1-phenyl-5-(2-pyridyl)-1,2-dihydropyridin-2-one). The yield is 85.4%. As a reaction SMILES: C([NH:5][S:6]([C:9]1[CH:14]=[CH:13][C:12]([C:15]2[C:16](=[O:33])[N:17]([C:27]3[CH:32]=[CH:31][CH:30]=[CH:29][CH:28]=3)[CH:18]=[C:19]([C:21]3[CH:26]=[CH:25][CH:24]=[CH:23][N:22]=3)[CH:20]=2)=[CH:11][CH:10]=1)(=[O:8])=[O:7])(C)(C)C>FC(F)(F)C(O)=O.C(OCC)(=O)C.O1CCCC1>[S:6]([C:9]1[CH:10]=[CH:11][C:12]([C:15]2[C:16](=[O:33])[N:17]([C:27]3[CH:28]=[CH:29][CH:30]=[CH:31][CH:32]=3)[CH:18]=[C:19]([C:21]3[CH:26]=[CH:25][CH:24]=[CH:23][N:22]=3)[CH:20]=2)=[CH:13][CH:14]=1)(=[O:7])(=[O:8])[NH2:5] |f:2.3|. Procedure: 80 mg of 3-[4-(tert-butylaminosulfonyl)phenyl]-1-phenyl-5-(2-pyridyl)-1,2-dihydropyridin-2-one was dissolved in 3 ml of trifluoroacetic acid, followed by heating under reflux for 1 hour. It was left to cool to room temperature, and then the reaction mixture was diluted with ethyl acetate/tetrahydrofuran, and washed with a saturated aqueous solution of sodium hydrogen carbonate and brine. The organic layer was dried over magnesium sulfate, and then evaporated. The resulting crude crystals were wa... The reactants are solution, C(C)C1=CC=NC=C1 (4-ethylpyridine), C(C)(C)NC(C)C (diisopropylamine), FC1=C(C=CC(=C1)F)C(CN1N=CN=C1)=O (1-(2,4-difluorophenyl)-2-(1H-1,2,4-triazol-1-yl)ethanone), C(CCC)[Li] (n-butyllithium). Run in O (water), O1CCCC1 (tetrahydrofuran), C(C)(=O)O (acetic acid), CCCCCC (hexane), O1CCCC1 (tetrahydrofuran). Run at time 0.17 hour. Product: C(C)(C)[N-]C(C)C.[Li+] (lithium diisopropylamide), FC1=C(C=CC(=C1)F)C(CN1N=CN=C1)(C(C)C1=CC=NC=C1)O (2-(2,4-Difluorophenyl)-3-(pyridin-4-yl)-1-(1H-1,2,4-triazol-1-yl)butan-2-ol). As a reaction SMILES: [CH:1]([NH:4][CH:5]([CH3:7])[CH3:6])([CH3:3])[CH3:2].C([Li:12])CCC.[CH2:13]([C:15]1[CH:20]=[CH:19][N:18]=[CH:17][CH:16]=1)[CH3:14].[F:21][C:22]1[CH:27]=[C:26]([F:28])[CH:25]=[CH:24][C:23]=1[C:29](=[O:36])[CH2:30][N:31]1[CH:35]=[N:34][CH:33]=[N:32]1>CCCCCC.O1CCCC1.O.C(O)(=O)C>[CH:1]([N-:4][CH:5]([CH3:7])[CH3:6])([CH3:3])[CH3:2].[Li+:12].[F:21][C:22]1[CH:27]=[C:26]([F:28])[CH:25]=[CH:24][C:23]=1[C:29]([OH:36])([CH:13]([C:15]1[CH:20]=[CH:19][N:18]=[CH:17][CH:16]=1)[CH3:14])[CH2:30][N:31]1[CH:35]=[N:34][CH:33]=[N:32]1 |f:8.9|. Reported procedure: A solution of lithium diisopropylamide was prepared as described in Example 1(i) from diisopropylamine (40.4 g) and n-butyllithium (160 ml of a 2.5M solution in hexane) in dry tetrahydrofuran (800 ml) under an atmosphere of dry nitrogen. To this solution at -70° was added 4-ethylpyridine (42.8 g), dropwise with stirring over 0.17 hour. The solution was stirred at -70° for 0.33 hour and then a solution of 1-(2,4-difluorophenyl)-2-(1H-1,2,4-triazol-1-yl)ethanone (89.2 g) in dry tetrahydrofuran (35... Starting materials: C(#N)C1=C(C=CC=C1)SC1=C(C=CC=C1)NC(C1=CC=C(C=C1)OCCCCCC)=O (N-[2-(2-cyanophenylthio)phenyl]-4-hexyloxybenzamide), [N-]=[N+]=[N-].[Na+] (sodium azide), [Cl-].[NH4+] (ammonium chloride), [N-]=[N+]=[N-].[Na+] (sodium azide), [Cl-].[NH4+] (ammonium chloride), Cl (hydrochloric acid). The solvent is CN(C)C=O (DMF). Conditions: temperature 120 celsius, time 3 hour. Product: N1N=NN=C1C1=C(C=CC=C1)SC1=C(C=CC=C1)NC(C1=CC=C(C=C1)OCCCCCC)=O (N-[2-[2-(1H-Tetrazol-5-yl)phenylthio]phenyl]-4-hexyloxybenzamide). Isolated yield 83.3%. RXN SMILES: [C:1]([C:3]1[CH:8]=[CH:7][CH:6]=[CH:5][C:4]=1[S:9][C:10]1[CH:15]=[CH:14][CH:13]=[CH:12][C:11]=1[NH:16][C:17](=[O:31])[C:18]1[CH:23]=[CH:22][C:21]([O:24][CH2:25][CH2:26][CH2:27][CH2:28][CH2:29][CH3:30])=[CH:20][CH:19]=1)#[N:2].[N-:32]=[N+:33]=[N-:34].[Na+].[Cl-].[NH4+].Cl>CN(C=O)C>[NH:32]1[C:1]([C:3]2[CH:8]=[CH:7][CH:6]=[CH:5][C:4]=2[S:9][C:10]2[CH:15]=[CH:14][CH:13]=[CH:12][C:11]=2[NH:16][C:17](=[O:31])[C:18]2[CH:19]=[CH:20][C:21]([O:24][CH2:25][CH2:26][CH2:27][CH2:28][CH2:29][CH3:30])=[CH:22][CH:23]=2)=[N:2][N:34]=[N:33]1 |f:1.2,3.4|. Procedure: In 20 ml of DMF was dissolved 1.20 g of N-[2-(2-cyanophenylthio)phenyl]-4-hexyloxybenzamide followed by addition of 0.36 g of sodium azide and 0.30 g of ammonium chloride, and the mixture was stirred at 120° C. for 3 hours. Then, the same amounts of sodium azide and ammonium chloride as above were added twice at an interval of 3 hours. The reaction mixture was then acidified with diluted hydrochloric acid and the resulting crystals were collected by filtration and washed with water. The crystals...